From a dataset of the Open Reaction Database (ORD), a public repository of structured organic reaction records. describe an organic reaction: reactants, conditions, products, and yield Starting materials: C(CCC)[Li] (n-butyllithium), II (iodine), CC=1N=CSC1 (4-methylthiazole), w-butyllithium, C1(CCCC1)=O (cyclopentanone). Run in CCCCCC (hexane), O1CCCC1 (tetrahydrofuran), O1CCCC1 (tetrahydrofuran). Run at time 15 minute. Yields the product IC1=C(N=C(S1)C1(CCCC1)O)C (1-(5-iodo-4-methylthiazol-2-yl)cyclopentanol). Reaction SMILES: [CH3:1][C:2]1[N:3]=[CH:4][S:5][CH:6]=1.[C:7]1(=[O:12])[CH2:11][CH2:10][CH2:9][CH2:8]1.C([Li])CCC.[I:18]I>O1CCCC1.CCCCCC>[I:18][C:6]1[S:5][C:4]([C:7]2([OH:12])[CH2:11][CH2:10][CH2:9][CH2:8]2)=[N:3][C:2]=1[CH3:1]. Procedure: To a cold (−78° C.) solution of 4-methylthiazole (2.0 mL, 20.2 mmol) in tetrahydrofuran (130 mL) was added w-butyllithium (8.10 mL, 20.2 mmol, 2.48 M in hexane) dropwise. After 15 minutes, cyclopentanone (1.79 mL, 20.2 mmol) was added in a single portion. After 30 minutes, n-butyllithium (8.10 mL, 20.2 mmol, 2.48 M in hexane) was added dropwise. The reaction was allowed to stir for an additional 20 minutes, after which a solution of iodine (5.13 g, 20.2 mmol) in tetrahydrofuran (15 mL) was added... Reactants: CCO, N#CC1=Cc2cc(C(=O)c3c(Cl)cccc3Cl)c(O)cc21, Cl, [Na+], [OH-], OO. Product: NC(=O)C1=Cc2cc(C(=O)c3c(Cl)cccc3Cl)c(O)cc21. Reaction SMILES: [CH3:27][CH2:28][OH:29].[Cl:1][c:2]1[c:3]([C:4](=[O:5])[c:6]2[cH:7][c:8]3[c:9]([cH:14][c:15]2[OH:16])[C:10]([C:12]#[N:13])=[CH:11]3)[c:17]([Cl:21])[cH:18][cH:19][cH:20]1.[ClH:26].[Na+:25].[OH-:24].[OH:22][OH:23]>>[Cl:1][c:2]1[c:3]([C:4](=[O:5])[c:6]2[cH:7][c:8]3[c:9]([cH:14][c:15]2[OH:16])[C:10]([C:12]([NH2:13])=[O:22])=[CH:11]3)[c:17]([Cl:21])[cH:18][cH:19][cH:20]1. Starting materials: ClC1=CC=C2C(=CNC2=C1)C(=O)N1CCC2(CC1)OC(C1=C2C=CC=C1)=O (1′-[(6-chloro-1H-indol-3-yl)carbonyl]-3H-spiro[2-benzofuran-1,4′-piperidin]-3-one), N1=C(C=CC=C1)COS(=O)(=O)C (methanesulfonic acid pyridin-2-ylmethyl ester). The product is ClC1=CC=C2C(=CN(C2=C1)CC1=NC=CC=C1)C(=O)N1CCC2(CC1)OC(C1=C2C=CC=C1)=O (1′-{[6-Chloro-1-(pyridin-2-ylmethyl)-1H-indol-3-yl]carbonyl}-3H-spiro[2-benzofuran-1,4′-piperidin]-3-one). Reaction SMILES: [Cl:1][C:2]1[CH:10]=[C:9]2[C:5]([C:6]([C:11]([N:13]3[CH2:18][CH2:17][C:16]4([C:22]5[CH:23]=[CH:24][CH:25]=[CH:26][C:21]=5[C:20](=[O:27])[O:19]4)[CH2:15][CH2:14]3)=[O:12])=[CH:7][NH:8]2)=[CH:4][CH:3]=1.[N:28]1[CH:33]=[CH:32][CH:31]=[CH:30][C:29]=1[CH2:34]OS(C)(=O)=O>>[Cl:1][C:2]1[CH:10]=[C:9]2[C:5]([C:6]([C:11]([N:13]3[CH2:18][CH2:17][C:16]4([C:22]5[CH:23]=[CH:24][CH:25]=[CH:26][C:21]=5[C:20](=[O:27])[O:19]4)[CH2:15][CH2:14]3)=[O:12])=[CH:7][N:8]2[CH2:34][C:29]2[CH:30]=[CH:31][CH:32]=[CH:33][N:28]=2)=[CH:4][CH:3]=1. Reported procedure: Following the general procedure III as described above, the alkylation of 1′-[(6-chloro-1H-indol-3-yl)carbonyl]-3H-spiro[2-benzofuran-1,4′-piperidin]-3-one (prepared according to example 16 above) with methanesulfonic acid pyridin-2-ylmethyl ester (described in WO 9955318) gave the title compound. Product: C[Si](C)(C)C#Cc1ccc(O)cc1, COOC. RXN SMILES: [Br:5][C:6](=[CH:7][c:8]1[cH:9][cH:10][c:11]([OH:14])[cH:12][cH:13]1)[Br:15].[CH2:22]([Li:23])[CH2:24][CH2:25][CH3:26].[CH2:33]1[O:34][CH2:35][CH2:36][CH2:37]1.[CH3:16][CH2:17][CH2:18][CH2:19][CH2:20][CH3:21].[CH3:1][O:2][O:3][CH3:4].[CH3:27][Si:28]([Cl:29])([CH3:30])[CH3:31].[OH2:32]>>[C:6](#[C:7][c:8]1[cH:9][cH:10][c:11]([OH:14])[cH:12][cH:13]1)[Si:28]([CH3:27])([CH3:30])[CH3:31].[CH3:1][O:2][O:3][CH3:4]. Starting materials: Oc1ccc(C=C(Br)Br)cc1, [Li]CCCC, C1CCOC1, CCCCCC, COOC, C[Si](C)(C)Cl, O. Starting materials: C(CO)(=O)O (glycolic acid), ClC=1C=CC2=C([C@H](CNCC2)C)C1 ((R)-8-chloro-1-methyl-2,3,4,5-tetrahydro-1H-3-benzazepine), C(CO)(=O)O (Glycolic acid). The solvent is C(C)(=O)OCC (ethyl acetate), CC(=O)C (acetone). Run at time 8 hour. Yields the product C(CO)(=O)O.ClC=1C=CC2=C([C@H](CNCC2)C)C1 ((R)-8-Chloro-1-methyl-2,3,4,5-tetrahydro-1H-3-benzazepine glycolate salt). RXN SMILES: [C:1]([OH:5])(=[O:4])[CH2:2][OH:3].[Cl:6][C:7]1[CH:8]=[CH:9][C:10]2[CH2:16][CH2:15][NH:14][CH2:13][C@H:12]([CH3:17])[C:11]=2[CH:18]=1>C(OCC)(=O)C.CC(C)=O>[C:1]([OH:5])(=[O:4])[CH2:2][OH:3].[Cl:6][C:7]1[CH:8]=[CH:9][C:10]2[CH2:16][CH2:15][NH:14][CH2:13][C@H:12]([CH3:17])[C:11]=2[CH:18]=1 |f:4.5|. Reported procedure: (R)-8-Chloro-1-methyl-2,3,4,5-tetrahydro-1H-3-benzazepine glycolate salt was prepared by the addition of one equivalent of glycolic acid to a solution of (R)-8-chloro-1-methyl-2,3,4,5-tetrahydro-1H-3-benzazepine in ethyl acetate or acetone at 60° C. Glycolic acid, at 60° C., was added dropwise, in the corresponding solvent, with vigorous stirring. Precipitation occurred immediately and the suspension was allowed to cool and stir overnight. The resulting solid was recovered by filtration and air-... Reactants: CC1(CC(C(C(C1)=O)=C(C)N[C@H]1[C@@H](OC(C)=O)O[C@@H]([C@H]([C@@H]1OC(C)=O)OC(C)=O)COC(C)=O)=O)C (2-Deoxy-2-[1-(4,4-dimethyl-2,6-dioxocyclohex-1-ylidene)ethylamino]-1,3,4,6-tetra-O-acetyl-α-D-glucopyranose), Br (HBr). Run in C(C)(=O)O (acetic acid), C(Cl)Cl (CH2Cl2). Reaction conditions: time 30 minute. Product: CC1(CC(C(C(C1)=O)=C(C)N[C@H]1[C@H](O[C@@H]([C@H]([C@@H]1OC(C)=O)OC(C)=O)COC(C)=O)Br)=O)C (2-Deoxy-2-[1-(4,4-dimethyl-2,6-dioxocyclohex-1-ylidene)-ethylamino]-3,4,6-tri-O-acetyl-α-D-glucopyranosyl bromide). The yield is 91.0%. RXN SMILES: [CH3:1][C:2]1([CH3:36])[CH2:7][C:6](=[O:8])[C:5](=[C:9]([NH:11][C@@H:12]2[C@@H:21]([O:22][C:23](=[O:25])[CH3:24])[C@H:20]([O:26][C:27](=[O:29])[CH3:28])[C@@H:19]([CH2:30][O:31][C:32](=[O:34])[CH3:33])[O:18][C@@H:13]2OC(=O)C)[CH3:10])[C:4](=[O:35])[CH2:3]1.[BrH:37]>C(O)(=O)C.C(Cl)Cl>[CH3:1][C:2]1([CH3:36])[CH2:7][C:6](=[O:8])[C:5](=[C:9]([NH:11][C@@H:12]2[C@@H:21]([O:22][C:23](=[O:25])[CH3:24])[C@H:20]([O:26][C:27](=[O:29])[CH3:28])[C@@H:19]([CH2:30][O:31][C:32](=[O:34])[CH3:33])[O:18][C@@H:13]2[Br:37])[CH3:10])[C:4](=[O:35])[CH2:3]1. Procedure: A mixture of 2-Deoxy-2-[1-(4,4-dimethyl-2,6-dioxocyclohex-1-ylidene)ethylamino]-1,3,4,6-tetra-O-acetyl-α-D-glucopyranose (100 mg, 0.19 mmol) and HBr in acetic acid (45%) (1.0 ml) was stirred at room temperature for 30 min. The reaction mixture was diluted with cold CH2Cl2 (10 ml), washed twice with cold H2O (30 ml), saturated NaHCO3 solution (20 ml) and with H2O again (20 ml). The organic phase was dried over MgSO4 and evaporated, giving 2-Deoxy-2-[1-(4,4-dimethyl-2,6-dioxocyclohex-1-ylidene)-et... Starting materials: FC(C1=CC=C(C(C(=O)O)(O)C2=CC=C(C=C2)C(F)(F)F)C=C1)(F)F (4,4′-di(trifluoromethyl)benzilic acid), C1CCC2=NCCCN2CC1 (DBU), CI (methyl iodide). Run in C(C)#N (acetonitrile). Product: FC(C1=CC=C(C(C(=O)OC)(O)C2=CC=C(C=C2)C(F)(F)F)C=C1)(F)F (methyl 4,4′-di(trifluoromethyl)benzilate). Reaction SMILES: [F:1][C:2]([F:25])([F:24])[C:3]1[CH:23]=[CH:22][C:6]([C:7]([C:12]2[CH:17]=[CH:16][C:15]([C:18]([F:21])([F:20])[F:19])=[CH:14][CH:13]=2)([OH:11])[C:8]([OH:10])=[O:9])=[CH:5][CH:4]=1.[CH2:26]1CCN2C(=NCCC2)CC1.CI>C(#N)C>[F:1][C:2]([F:24])([F:25])[C:3]1[CH:23]=[CH:22][C:6]([C:7]([C:12]2[CH:17]=[CH:16][C:15]([C:18]([F:19])([F:20])[F:21])=[CH:14][CH:13]=2)([OH:11])[C:8]([O:10][CH3:26])=[O:9])=[CH:5][CH:4]=1. Reported procedure: 38.5 g (0.115 mol) of 4,4′-di(trifluoromethyl)benzilic acid, 30.5 g (0.20 mol) of DBU, and 56.8 g (0.40 mol) of methyl iodide are reacted in 400 ml acetonitrile analogously to step I.10.3. The product is purified by flash chromatography (eluant cyclohexane/ethyl acetate 95:5). Yield: 20.05 g of white crystals (46% of theory); melting point: 68° C.